Task: describe an organic reaction: reactants, conditions, products, and yield. Dataset: the Open Reaction Database (ORD), a public repository of structured organic reaction records The reactants are [Br-], C[Mg+], COC(=O)c1cc(-c2ccc(F)cc2)c(=O)n(C(C)C(C)=O)c1, C1CCOC1. The product is COC(=O)c1cc(-c2ccc(F)cc2)c(=O)n(C(C)C(C)(C)O)c1. Reaction SMILES: [Br-:24].[CH3:25][Mg+:26].[F:1][c:2]1[cH:3][cH:4][c:5](-[c:8]2[cH:9][c:10]([C:20](=[O:21])[O:22][CH3:23])[cH:11][n:12]([CH:15]([CH3:16])[C:17]([CH3:18])=[O:19])[c:13]2=[O:14])[cH:6][cH:7]1.[O:27]1[CH2:28][CH2:29][CH2:30][CH2:31]1>>[F:1][c:2]1[cH:3][cH:4][c:5](-[c:8]2[cH:9][c:10]([C:20](=[O:21])[O:22][CH3:23])[cH:11][n:12]([CH:15]([CH3:16])[C:17]([CH3:18])([OH:19])[CH3:25])[c:13]2=[O:14])[cH:6][cH:7]1. The reactants are CCO, CCOC(=O)CCCON1CCNC1=Nc1c(Cl)cccc1Cl. RXN SMILES: [CH3:24][CH2:25][OH:26].[Cl:1][c:2]1[c:3]([N:9]=[C:10]2[N:11]([O:15][CH2:16][CH2:17][CH2:18][C:19](=[O:20])[O:21][CH2:22][CH3:23])[CH2:12][CH2:13][NH:14]2)[c:4]([Cl:8])[cH:5][cH:6][cH:7]1>>[Cl:1][c:2]1[c:3]([N:9]=[C:10]2[N:11]([O:15][CH2:16][CH2:17][CH2:18][C:19](=[O:20])[OH:21])[CH2:12][CH2:13][NH:14]2)[c:4]([Cl:8])[cH:5][cH:6][cH:7]1. Yields the product O=C(O)CCCON1CCNC1=Nc1c(Cl)cccc1Cl. Starting materials: CN=C=O, Cc1cc(N)sn1, C1CCOC1. Yields the product CNC(=O)Nc1cc(C)ns1. As a reaction SMILES: [CH3:1][N:2]=[C:3]=[O:4].[NH2:5][c:6]1[cH:7][c:8]([CH3:11])[n:9][s:10]1.[O:12]1[CH2:13][CH2:14][CH2:15][CH2:16]1>>[CH3:1][NH:2][C:3](=[O:4])[NH:5][c:6]1[cH:7][c:8]([CH3:11])[n:9][s:10]1. The reactants are O (water), NC=1C(=NC(=CN1)Br)C(=O)N[C@@H]1CN(CCC1)C(=O)OC(C)(C)C (1,1-dimethylethyl (3S)-3-{[(3-amino-6-bromopyrazin-2-yl)carbonyl]amino}piperidine-1-carboxylate), OCC=1C=C(C=CC1)B(O)O (3-hydroxymethyl phenylboronic acid), C(=O)([O-])[O-].[K+].[K+] (K2CO3). The reagents and catalysts are C=1C=CC(=CC1)[P](C=2C=CC=CC2)(C=3C=CC=CC3)[Pd]([P](C=4C=CC=CC4)(C=5C=CC=CC5)C=6C=CC=CC6)([P](C=7C=CC=CC7)(C=8C=CC=CC8)C=9C=CC=CC9)[P](C=1C=CC=CC1)(C=1C=CC=CC1)C=1C=CC=CC1 (Pd(PPh3)4). Solvent: CN(C)C=O (DMF). Conditions: temperature 90 celsius, time 12 hour. Product: NC=1C(=NC(=CN1)C1=CC(=CC=C1)CO)C(=O)N[C@@H]1CN(CCC1)C(=O)OC(C)(C)C (1,1-dimethylethyl (3S)-3-[({3-amino-6-[3-(hydroxymethyl)phenyl]pyrazin-2yl}carbonyl)amino]piperidine-1-carboxylate). Yield: 93.7%. RXN SMILES: [NH2:1][C:2]1[C:3]([C:9]([NH:11][C@H:12]2[CH2:17][CH2:16][CH2:15][N:14]([C:18]([O:20][C:21]([CH3:24])([CH3:23])[CH3:22])=[O:19])[CH2:13]2)=[O:10])=[N:4][C:5](Br)=[CH:6][N:7]=1.[OH:25][CH2:26][C:27]1[CH:28]=[C:29](B(O)O)[CH:30]=[CH:31][CH:32]=1.C([O-])([O-])=O.[K+].[K+].O>CN(C=O)C.C1C=CC([P]([Pd]([P](C2C=CC=CC=2)(C2C=CC=CC=2)C2C=CC=CC=2)([P](C2C=CC=CC=2)(C2C=CC=CC=2)C2C=CC=CC=2)[P](C2C=CC=CC=2)(C2C=CC=CC=2)C2C=CC=CC=2)(C2C=CC=CC=2)C2C=CC=CC=2)=CC=1>[NH2:1][C:2]1[C:3]([C:9]([NH:11][C@H:12]2[CH2:17][CH2:16][CH2:15][N:14]([C:18]([O:20][C:21]([CH3:24])([CH3:23])[CH3:22])=[O:19])[CH2:13]2)=[O:10])=[N:4][C:5]([C:31]2[CH:30]=[CH:29][CH:28]=[C:27]([CH2:26][OH:25])[CH:32]=2)=[CH:6][N:7]=1 |f:2.3.4,^1:51,53,72,91|. Procedure details: 1,1-dimethylethyl (3S)-3-{[(3-amino-6-bromopyrazin-2-yl)carbonyl]amino}piperidine-1-carboxylate (765.0 mg, 1.91 mmol) was dissolved in DMF followed by addition of 3-hydroxymethyl phenylboronic acid (349.0 mg, 2.23 mmol), K2CO3 (660.0 mg, 4.77 mmol) and Pd(PPh3)4 (10 mol %, 220 mg). This mixture was stirred at 90° C. under nitrogen for 12 hours. The reaction mixture was poured into water (150 mL), and extracted with ethyl acetate (3×50 mL). The organic layers were washed with brine (50 mL) then d... Starting materials: ClC(=O)OCC (ethyl chloroformate), C(C)N1[C@@H](CCC1)CN ((S)-(−)-1-ethyl-2-aminomethylpyrrolidine), COC1=C(C(=O)O)C=C(C(=C1)N)S(=O)(=O)CC (2-methoxy-4-amino-5-ethylsulphonylbenzoic acid). Run in CC(=O)C (acetone). Yields the product C(C)N1[C@@H](CCC1)CNC(C1=C(C=C(C(=C1)S(=O)(=O)CC)N)OC)=O ((S)-(−)-N-(1-ethyl-2-pyrrolidinylmethyl)-2-methoxy-4-amino-5-ethylsulphonylbenzamide). Isolated yield 84.9%. RXN SMILES: [CH3:1][O:2][C:3]1[CH:11]=[C:10]([NH2:12])[C:9]([S:13]([CH2:16][CH3:17])(=[O:15])=[O:14])=[CH:8][C:4]=1[C:5]([OH:7])=O.ClC(OCC)=O.[CH2:24]([N:26]1[CH2:30][CH2:29][CH2:28][C@H:27]1[CH2:31][NH2:32])[CH3:25]>CC(C)=O>[CH2:24]([N:26]1[CH2:30][CH2:29][CH2:28][C@H:27]1[CH2:31][NH:32][C:5](=[O:7])[C:4]1[CH:8]=[C:9]([S:13]([CH2:16][CH3:17])(=[O:15])=[O:14])[C:10]([NH2:12])=[CH:11][C:3]=1[O:2][CH3:1])[CH3:25]. Procedure: 95 g of 2-methoxy-4-amino-5-ethylsulphonylbenzoic acid dissolved in 370 ml of acetone, in the presence of 37 g of trielthylamine, is treated with 40 g of ethyl chloroformate with 57 g of (S)-(−)-1-ethyl-2-aminomethylpyrrolidine. 115 g of (S)-(−)-N-(1-ethyl-2-pyrrolidinylmethyl)-2-methoxy-4-amino-5-ethylsulphonylbenzamide is obtained (yield=84%). The reactants are COC(=O)c1c(Cl)cccc1CBr, CCOC(C)=O, Cc1ccccc1, CCCCCC, [K+], [K+], NCc1ccccc1, O=C([O-])[O-]. Product: O=C1c2c(Cl)cccc2CN1Cc1ccccc1. As a reaction SMILES: [CH3:1][O:2][C:3]([c:4]1[c:5]([CH2:11][Br:12])[cH:6][cH:7][cH:8][c:9]1[Cl:10])=[O:13].[CH3:28][CH2:29][O:30][C:31](=[O:32])[CH3:33].[CH3:34][c:35]1[cH:36][cH:37][cH:38][cH:39][cH:40]1.[CH3:41][CH2:42][CH2:43][CH2:44][CH2:45][CH3:46].[K+:22].[K+:23].[NH2:14][CH2:15][c:16]1[cH:17][cH:18][cH:19][cH:20][cH:21]1.[O-:24][C:25]([O-:26])=[O:27]>>[C:3]1(=[O:13])[c:4]2[c:5]([cH:6][cH:7][cH:8][c:9]2[Cl:10])[CH2:11][N:14]1[CH2:15][c:16]1[cH:17][cH:18][cH:19][cH:20][cH:21]1. Run in CO (MeOH), C1CCOC1 (THF). Reaction conditions: time 8 hour. The reactants are BrCC1=CC=C(C=C1)C1=NC(=C(C#N)C=C1C1=CC=CC=C1)Cl (6-[4-(Bromomethyl)phenyl]-2-chloro-5-phenylnicotinonitrile), O=C1NC2=C(N1C1CCNCC1)C=CC=C2 (4-(2-keto-1-benzimidazolinyl)-piperidine). Procedure details: To the solution of 6-[4-(bromomethyl)phenyl]-2-chloro-5-phenylnicotinonitrile (1-5; 0.078 g, 0.203 mmol) in MeOH (1 mL) and THF (1 mL) was added 4-(2-keto-1-benzimidazolinyl)-piperidine (0.066 g, 0.305 mmol) and DIEPA (0.131 g, 1.02 mmol). The mixture was stirred at rt overnight and concentrated. The residue was treated with aqueous Na2CO3 solution (5 mL, 2 M) and extracted with CH2Cl2 (3×10 mL). The combined organic layer was dried, filtered and concentrated. The residue was purified by silica ... As a reaction SMILES: Br[CH2:2][C:3]1[CH:8]=[CH:7][C:6]([C:9]2[C:16]([C:17]3[CH:22]=[CH:21][CH:20]=[CH:19][CH:18]=3)=[CH:15][C:12]([C:13]#[N:14])=[C:11]([Cl:23])[N:10]=2)=[CH:5][CH:4]=1.[O:24]=[C:25]1[N:29]([CH:30]2[CH2:35][CH2:34][NH:33][CH2:32][CH2:31]2)[C:28]2[CH:36]=[CH:37][CH:38]=[CH:39][C:27]=2[NH:26]1>CO.C1COCC1>[Cl:23][C:11]1[N:10]=[C:9]([C:6]2[CH:7]=[CH:8][C:3]([CH2:2][N:33]3[CH2:32][CH2:31][CH:30]([N:29]4[C:28]5[CH:36]=[CH:37][CH:38]=[CH:39][C:27]=5[NH:26][C:25]4=[O:24])[CH2:35][CH2:34]3)=[CH:4][CH:5]=2)[C:16]([C:17]2[CH:22]=[CH:21][CH:20]=[CH:19][CH:18]=2)=[CH:15][C:12]=1[C:13]#[N:14]. Yields the product ClC1=C(C#N)C=C(C(=N1)C1=CC=C(C=C1)CN1CCC(CC1)N1C(NC2=C1C=CC=C2)=O)C2=CC=CC=C2 (2-Chloro-6-(4-{[4-(2-oxo-2,3-dihydro-1H-benzimidazol-1-yl)piperidin-1-yl]methyl}phenyl]-5-phenylnicotinonitrile). Reactants: C(#C)C1=CN=C2N1N=CC=C2 (3-ethynylimidazo[1,2-b]pyridazine), ClC=1C=C(C=CC1CN1CCN(CC1)C)NC(C1=CC(=C(C=C1)C)I)=O (N-(3-chloro-4-((4-methylpiperazin-1-yl)methyl)phenyl)-3-iodo-4-methylbenzamide). Product: ClC=1C=C(C=CC1CN1CCN(CC1)C)NC(C1=CC(=C(C=C1)C)C#CC1=CN=C2N1N=CC=C2)=O (N-(3-Chloro-4-((4-methylpiperazin-1-yl)methyl)phenyl)-3-(imidazo[1,2-b]pyridazin-3-ylethynyl)-4-methylbenzamide). As a reaction SMILES: [C:1]([C:3]1[N:7]2[N:8]=[CH:9][CH:10]=[CH:11][C:6]2=[N:5][CH:4]=1)#[CH:2].[Cl:12][C:13]1[CH:14]=[C:15]([NH:27][C:28](=[O:37])[C:29]2[CH:34]=[CH:33][C:32]([CH3:35])=[C:31](I)[CH:30]=2)[CH:16]=[CH:17][C:18]=1[CH2:19][N:20]1[CH2:25][CH2:24][N:23]([CH3:26])[CH2:22][CH2:21]1>>[Cl:12][C:13]1[CH:14]=[C:15]([NH:27][C:28](=[O:37])[C:29]2[CH:34]=[CH:33][C:32]([CH3:35])=[C:31]([C:2]#[C:1][C:3]3[N:7]4[N:8]=[CH:9][CH:10]=[CH:11][C:6]4=[N:5][CH:4]=3)[CH:30]=2)[CH:16]=[CH:17][C:18]=1[CH2:19][N:20]1[CH2:21][CH2:22][N:23]([CH3:26])[CH2:24][CH2:25]1. Procedure: The title compound was synthesized according to Example 14, from 3-ethynylimidazo[1,2-b]pyridazine and N-(3-chloro-4-((4-methylpiperazin-1-yl)methyl)phenyl)-3-iodo-4-methylbenzamide. The product was obtained as a solid: 499 m/z (M+H).